Task: describe an organic reaction: reactants, conditions, products, and yield. Dataset: the Open Reaction Database (ORD), a public repository of structured organic reaction records Reactants: C(C1=CC=CC=C1)N1C(NC=2C(=NC(=CC21)C2CC2)Cl)=O (1-Benzyl-4-chloro-6-cyclopropyl-1,3-dihydro-imidazo[4,5-c]pyridin-2-one), C(Cl)Cl (DCM), CO (MeOH). Reagents/catalysts: S(=O)(=O)([O-])[O-].[Cu+2] (Copper (II) sulphate), S(=O)(=O)([O-])[O-].[Cu+2] (copper (II) sulphate). Run in C(C=C)N (allylamine), C(C=C)N (allylamine). Conditions: temperature 85 celsius. Product: C(C=C)NC1=NC(=CC2=C1NC(N2CC2=CC=CC=C2)=O)C2CC2 (4-Allylamino-1-Benzyl-6-cyclopropyl-1,3-dihydro-imidazo[4,5-c]pyridin-2-one). Yield: 151.9%. Reaction SMILES: [CH2:1]([N:8]1[C:16]2[CH:15]=[C:14]([CH:17]3[CH2:19][CH2:18]3)[N:13]=[C:12](Cl)[C:11]=2[NH:10][C:9]1=[O:21])[C:2]1[CH:7]=[CH:6][CH:5]=[CH:4][CH:3]=1.C(Cl)Cl.CO>C(N)C=C.S([O-])([O-])(=O)=O.[Cu+2]>[CH2:1]([NH:8][C:12]1[C:11]2[NH:10][C:9](=[O:21])[N:8]([CH2:1][C:2]3[CH:7]=[CH:6][CH:5]=[CH:4][CH:3]=3)[C:16]=2[CH:15]=[C:14]([CH:17]2[CH2:19][CH2:18]2)[N:13]=1)[CH:2]=[CH2:3] |f:4.5|. Procedure: 1-Benzyl-4-chloro-6-cyclopropyl-1,3-dihydro-imidazo[4,5-c]pyridin-2-one (100 mg, 0.3 mmol) was dissolved in allylamine (2 mL) in a Reactivial™. Copper (II) sulphate (83 mg, 0.3 mmol) was added and the vial was sealed. The mixture was heated at 85° C. overnight. Further portions of copper (II) sulphate (83 mg, 0.3 mmol) and allylamine (1 mL) were added and the vial was sealed once again. The mixture was heated at 85° C. over the weekend. The mixture was allowed to cool to room temperature. The ex... Reaction SMILES: [H-].[Al+3].[Li+].[H-].[H-].[H-].C1COCC1.[OH:12][C:13]1[CH:14]=[C:15]2[C:20](=[CH:21][CH:22]=1)[CH:19]=[C:18]([C:23](OC)=[O:24])[CH:17]=[CH:16]2.C1(C([O-])=O)C2C(=CC=CC=2)C=CC=1>O>[OH:24][CH2:23][C:18]1[CH:19]=[C:20]2[C:15](=[CH:16][CH:17]=1)[CH:14]=[C:13]([OH:12])[CH:22]=[CH:21]2 |f:0.1.2.3.4.5|. Reported procedure: To a 3-necked, 1-L round bottomed flask equipped with an overhead stirrer, digital thermometer and 500-mL constant-pressure addition funnel with a nitrogen inlet was added 11 g (0.29 mol) of lithium aluminum hydride and 200 mL of anhydrous THF. The addition funnel was charged with a solution of 40 g (0.2 mol) of methyl 6-hydroxy-2-naphthoate. The flask was cooled in ice/water and the naphthoate slowly added over 1 hour. The suspension was stirred overnight, recooled and cautiously treated with 1... The product is OCC=1C=C2C=CC(=CC2=CC1)O (6-hydroxymethyl-2-naphthol). The solvent is O (water), ice water. The yield is 86.1%. Reaction conditions: time 8 hour. The reactants are 1-L, OC=1C=C2C=CC(=CC2=CC1)C(=O)OC (methyl 6-hydroxy-2-naphthoate), [H-].[Al+3].[Li+].[H-].[H-].[H-] (lithium aluminum hydride), C1CCOC1 (THF), C1(=CC=CC2=CC=CC=C12)C(=O)[O-] (naphthoate). Starting materials: FC1=CC=CC=C1 (fluorobenzene), [Cl-].[Al+3].[Cl-].[Cl-] (aluminum chloride), ClC(C[Si](Cl)(Cl)Cl)CCl ((2,3-dichloropropyl)trichlorosilane). Reaction conditions: time 1 hour. The product is FC1=C(C=CC=C1)C(CC[Si](Cl)(Cl)Cl)C1=C(C=CC=C1)F ([3,3-bis(fluorophenyl)propyl]trichlorosilane). Yield: 40.7%. As a reaction SMILES: [F:1][C:2]1[CH:7]=[CH:6][CH:5]=[CH:4][CH:3]=1.[Cl-].[Al+3].[Cl-].[Cl-].Cl[CH:13]([CH2:19]Cl)[CH2:14][Si:15]([Cl:18])([Cl:17])[Cl:16]>>[F:1][C:2]1[CH:7]=[CH:6][CH:5]=[CH:4][C:3]=1[CH:19]([C:3]1[CH:4]=[CH:5][CH:6]=[CH:7][C:2]=1[F:1])[CH2:13][CH2:14][Si:15]([Cl:18])([Cl:17])[Cl:16] |f:1.2.3.4|. Procedure: In the same apparatus and procedures as EXAMPLE 2 above, 18.8 ml (200 mmol) of fluorobenzene and 0.31 g (2.3 mmol) of aluminum chloride were alkylated with 5.61 g (22.8 mmol) of (2,3-dichloropropyl)trichlorosilane for 10 min at 70° C. The aluminum chloride catalyst was quenched with POCl3 and then stirred for another 1 hour to complete the deactivation. Freshly distilled hexane (50 ml) was added to the reaction mixture and insoluble solids in hexane were filtered from the organic soultion. After... Starting materials: C(C)(C)(C)C=1C=C(C(=C(N)C1)OC)C(NC)=O (5-tert-butyl-2-methoxy-3-methylcarbamoylaniline), NC1=CC=C(C2=CC=CC=C12)OC1=CC=NC=C1 (1-amino-4-(4-pyridinyloxy)naphthalene), C(=O)(Cl)Cl (phosgene), C([O-])(O)=O.[Na+] (sodium bicarbonate). Reaction conditions: temperature 0 celsius, time 15 minute. As a reaction SMILES: [NH2:1][C:2]1[C:11]2[C:6](=[CH:7][CH:8]=[CH:9][CH:10]=2)[C:5]([O:12][C:13]2[CH:18]=[CH:17][N:16]=[CH:15][CH:14]=2)=[CH:4][CH:3]=1.[C:19](=O)(O)[O-:20].[Na+].C(Cl)(Cl)=O.[C:28]([C:32]1[CH:33]=[C:34]([C:41](=[O:44])[NH:42][CH3:43])[C:35]([O:39][CH3:40])=[C:36]([CH:38]=1)[NH2:37])([CH3:31])([CH3:30])[CH3:29]>ClCCl>[C:28]([C:32]1[CH:33]=[C:34]([C:41](=[O:44])[NH:42][CH3:43])[C:35]([O:39][CH3:40])=[C:36]([NH:37][C:19]([NH:1][C:2]2[C:11]3[C:6](=[CH:7][CH:8]=[CH:9][CH:10]=3)[C:5]([O:12][C:13]3[CH:18]=[CH:17][N:16]=[CH:15][CH:14]=3)=[CH:4][CH:3]=2)=[O:20])[CH:38]=1)([CH3:31])([CH3:29])[CH3:30] |f:1.2|. Procedure details: 1-Amino-4-(4-pyridinyloxy)naphthalene (Example 6) (1.0 mmol) is dissolved in dichloromethane (15 mL). An equal volume of sat. aqueous sodium bicarbonate is added, and the biphasic solution is cooled to 0° C. During the addition of phosgene (1.93 M in toluene, 1.0 mL), stirring is stopped. Immediately afterward, stirring is resumed for 15 min with the reaction mixture at 0° C. The layers are separated, the organics dried over solid magnesium sulfate and concentrated to approximately 5 mL of solut... Yields the product C(C)(C)(C)C=1C=C(C(=C(C1)NC(=O)NC1=CC=C(C2=CC=CC=C12)OC1=CC=NC=C1)OC)C(NC)=O (1-[5-tert-butyl-3-methylcarbamoyl-2-methoxyphenyl]-3-[4-(4-pyridinyloxy)-naphthalen-1-yl]-urea). Run in ClCCl (dichloromethane), ClCCl (dichloromethane).